Task: describe an organic reaction: reactants, conditions, products, and yield. Dataset: the Open Reaction Database (ORD), a public repository of structured organic reaction records As a reaction SMILES: Cl[C:2]1[C:11]2[C:10](=[O:12])[N:9]([CH3:13])[CH:8]=[N:7][C:6]=2[CH:5]=[C:4]([Cl:14])[N:3]=1.[NH:15]1[CH:19]=[C:18]([CH2:20][CH2:21][OH:22])[CH:17]=[N:16]1.C([O-])([O-])=O.[K+].[K+]>O1CCOCC1>[NH:15]1[CH:19]=[C:18]([CH2:20][CH2:21][O:22][C:2]2[C:11]3[C:10](=[O:12])[N:9]([CH3:13])[CH:8]=[N:7][C:6]=3[CH:5]=[C:4]([Cl:14])[N:3]=2)[CH:17]=[N:16]1 |f:2.3.4|. Run at temperature 80 celsius. Yields the product N1N=CC(=C1)CCOC1=NC(=CC=2N=CN(C(C21)=O)C)Cl (5-(2-(1H-pyrazol-4-yl)ethoxy)-7-chloro-3-methylpyrido[4,3-d]pyrimidin-4(3H)-one). The solvent is O1CCOCC1 (1,4-dioxane). Procedure: A mixture of 5,7-dichloro-3-methylpyrido[4,3-d]pyrimidin-4(3H)-one (115.0 mg, 0.50 mmol), 2-(1H-pyrazol-4-yl)ethanol (112.1 mg, 1.00 mmol) and K2CO3 (138.2 mg, 1.00 mmol) in 1,4-dioxane (5 mL) was heated at 80° C. overnight, cooled down, quenched with H2O (25 mL) and extracted with EtOAc (3×12.5 mL). The combined organic layer was evaporated under reduced pressure and purified by reverse phase HPLC to afford 5-(2-(1H-pyrazol-4-yl)ethoxy)-7-chloro-3-methylpyrido[4,3-d]pyrimidin-4(3H)-one. The reactants are ClC1=NC(=CC=2N=CN(C(C21)=O)C)Cl (5,7-dichloro-3-methylpyrido[4,3-d]pyrimidin-4(3H)-one), N1N=CC(=C1)CCO (2-(1H-pyrazol-4-yl)ethanol), C(=O)([O-])[O-].[K+].[K+] (K2CO3). Starting materials: O=C(O)CCc1ccc(Br)cc1, ClCCCl, CNOC, CCN(C(C)C)C(C)C, Cl, CN(C)C=O, O, On1nnc2ccccc21. Product: CON(C)C(=O)CCc1ccc(Br)cc1. Reaction SMILES: [Br:1][c:2]1[cH:3][cH:4][c:5]([CH2:8][CH2:9][C:10](=[O:11])[OH:12])[cH:6][cH:7]1.[CH2:43]([Cl:44])[CH2:45][Cl:46].[CH3:14][NH:15][O:16][CH3:17].[CH:28]([N:29]([CH2:30][CH3:31])[CH:32]([CH3:33])[CH3:34])([CH3:35])[CH3:36].[ClH:13].[O:38]=[CH:39][N:40]([CH3:41])[CH3:42].[OH2:37].[OH:18][n:19]1[c:20]2[c:21]([cH:22][cH:23][cH:24][cH:25]2)[n:26][n:27]1>>[Br:1][c:2]1[cH:3][cH:4][c:5]([CH2:8][CH2:9][C:10](=[O:12])[N:15]([CH3:14])[O:16][CH3:17])[cH:6][cH:7]1. Reactants: C(C1=CC=CC=C1)(=O)C=1N=C(NC1C#N)CCCC (4-benzoyl-2-butyl-5-cyanoimidazole), BrCC1=CC=C(C=C1)C=1C(=CC=CC1)C(=O)OC(C)(C)C (t-butyl 4'-bromomethylbiphenyl-2-carboxylate), C([O-])([O-])=O.[K+].[K+] (potassium carbonate). The solvent is CN(C(C)=O)C (N,N-dimethylacetamide). Product: C(C1=CC=CC=C1)(=O)C=1N=C(N(C1C#N)CC1=CC=C(C=C1)C1=C(C=CC=C1)C(=O)OC(C)(C)C)CCCC (4-Benzoyl-1-[(2'-t-butoxycarbonylbiphenyl-4-yl)methyl]-2-butyl-5-cyanoimidazole). Isolated yield 80.7%. Reaction SMILES: [C:1]([C:9]1[N:10]=[C:11]([CH2:16][CH2:17][CH2:18][CH3:19])[NH:12][C:13]=1[C:14]#[N:15])(=[O:8])[C:2]1[CH:7]=[CH:6][CH:5]=[CH:4][CH:3]=1.Br[CH2:21][C:22]1[CH:27]=[CH:26][C:25]([C:28]2[C:29]([C:34]([O:36][C:37]([CH3:40])([CH3:39])[CH3:38])=[O:35])=[CH:30][CH:31]=[CH:32][CH:33]=2)=[CH:24][CH:23]=1.C(=O)([O-])[O-].[K+].[K+]>CN(C)C(=O)C>[C:1]([C:9]1[N:10]=[C:11]([CH2:16][CH2:17][CH2:18][CH3:19])[N:12]([CH2:21][C:22]2[CH:27]=[CH:26][C:25]([C:28]3[CH:33]=[CH:32][CH:31]=[CH:30][C:29]=3[C:34]([O:36][C:37]([CH3:40])([CH3:39])[CH3:38])=[O:35])=[CH:24][CH:23]=2)[C:13]=1[C:14]#[N:15])(=[O:8])[C:2]1[CH:3]=[CH:4][CH:5]=[CH:6][CH:7]=1 |f:2.3.4|. Reported procedure: Following a procedure similar to that described in Example 11(a), but using 1.27 g of 4-benzoyl-2-butyl-5-cyanoimidazole (prepared as described in Preparation 6), 1.74 g of t-butyl 4'-bromomethylbiphenyl-2-carboxylate, 0.69 of potassium carbonate and 20 ml of N,N-dimethylacetamide, and then purifying the product by column chromatography through silica gel, using a 2:1 by volume mixture of hexane and ethyl acetate as the eluent, 2.1 g of the title compound were obtained.